This data is from the Open Reaction Database (ORD), a public repository of structured organic reaction records. The task is: describe an organic reaction: reactants, conditions, products, and yield Reactants: Cc1ccc(C2CC2C(=O)OC(C)(C)C)s1, ClCCl, O=C(O)C(F)(F)F. The product is Cc1ccc(C2CC2C(=O)O)s1. Reaction SMILES: [CH3:1][c:2]1[cH:3][cH:4][c:5]([CH:7]2[CH:8]([C:10](=[O:11])[O:12][C:13]([CH3:14])([CH3:15])[CH3:16])[CH2:9]2)[s:6]1.[Cl:24][CH2:25][Cl:26].[OH:17][C:18]([C:19]([F:20])([F:21])[F:22])=[O:23]>>[CH3:1][c:2]1[cH:3][cH:4][c:5]([CH:7]2[CH:8]([C:10](=[O:11])[OH:12])[CH2:9]2)[s:6]1. Reactants: FC=1C=NC=CC1C=1C=C2C(=NC1C=1C=NC=CC1)NC(N2)=S (6-(3-fluoropyridin-4-yl)-5-pyridin-3-yl-1,3-dihydro-2H-imidazo[4,5-b]pyridine-2-thione), IC (iodomethane), [H-].[Na+] (sodium hydride). The solvent is CN(C)C=O (DMF), CN(C)C=O (DMF), CN(C)C=O (DMF). Reaction conditions: temperature 0 celsius, time 30 minute. Yields the product FC=1C=NC=CC1C=1C=C2C(=NC1C=1C=NC=CC1)NC(=N2)SC (6-(3-Fluoropyridin-4-yl)-2-(methylthio)-5-pyridin-3-yl-3H-imidazo[4,5-b]pyridine). Isolated yield 54.2%. As a reaction SMILES: [H-].[Na+].[F:3][C:4]1[CH:5]=[N:6][CH:7]=[CH:8][C:9]=1[C:10]1[CH:11]=[C:12]2[NH:24][C:23](=[S:25])[NH:22][C:13]2=[N:14][C:15]=1[C:16]1[CH:17]=[N:18][CH:19]=[CH:20][CH:21]=1.I[CH3:27]>CN(C=O)C>[F:3][C:4]1[CH:5]=[N:6][CH:7]=[CH:8][C:9]=1[C:10]1[CH:11]=[C:12]2[N:24]=[C:23]([S:25][CH3:27])[NH:22][C:13]2=[N:14][C:15]=1[C:16]1[CH:17]=[N:18][CH:19]=[CH:20][CH:21]=1 |f:0.1|. Procedure details: To a suspension of sodium hydride 60% (0.098 g, 2.45 mmols) in DMF (5 mL) a suspension of 6-(3-fluoropyridin-4-yl)-5-pyridin-3-yl-1,3-dihydro-2H-imidazo[4,5-b]pyridine-2-thione (0.6 g, 1.86 mmols) in DMF (15 mL) was added dropwise, at 0° C., under argon. The solution was allowed to stir for 30 minutes at 0° C. and then iodomethane (0.116 mL, 1.86 mmol) in DMF (1 mL) was added dropwise. The reaction mixture was warmed up to room temperature and stirred for 2.5 hours. The mixture was concentrated ... Reactants: COC(=O)c1cc2ccc(OCc3ccccc3)cc2o1, CO. Product: COC(=O)c1cc2ccc(O)cc2o1. As a reaction SMILES: [CH2:1]([c:2]1[cH:3][cH:4][cH:5][cH:6][cH:7]1)[O:8][c:9]1[cH:10][c:11]2[c:12]([cH:13][c:14]([C:16](=[O:17])[O:18][CH3:19])[o:15]2)[cH:20][cH:21]1.[CH3:22][OH:23]>>[OH:8][c:9]1[cH:10][c:11]2[c:12]([cH:13][c:14]([C:16](=[O:17])[O:18][CH3:19])[o:15]2)[cH:20][cH:21]1.